Task: describe an organic reaction: reactants, conditions, products, and yield. Dataset: the Open Reaction Database (ORD), a public repository of structured organic reaction records Reactants: ClC1=C(C=CC=C1)C(N1C2CC(CC1CC2)(O)C2=NC(=CC=C2)Br)C2=C(C=CC=C2)Cl (8-[Bis(2-chlorophenyl)methyl]-3-(6-bromo-2-pyridinyl)-8-azabicyclo[3.2.1]-octan-3-ol), C(=O)(OC(C)(C)C)NCCN (N-Boc-ethylenediamine), N1=CC=CC=C1 (pyridine), C(=O)(OC(C)(C)C)NCCN (N-Boc-ethylenediamine). The product is ClC1=C(C=CC=C1)C(N1C2CC(CC1CC2)(O)C2=CC=CC(=N2)NCCNC(OC(C)(C)C)=O)C2=C(C=CC=C2)Cl (1,1-Dimethylethyl [2-[6-[8-[bis(2-chlorophenyl)methyl]-3hydroxy-8-azabicyclo-[3.2.1]oct-3-yl]-2-pyridinyl]aminoethyl]carbamate). Reaction SMILES: [Cl:1][C:2]1[CH:7]=[CH:6][CH:5]=[CH:4][C:3]=1[CH:8]([C:25]1[CH:30]=[CH:29][CH:28]=[CH:27][C:26]=1[Cl:31])[N:9]1[CH:14]2[CH2:15][CH2:16][CH:10]1[CH2:11][C:12]([C:18]1[CH:23]=[CH:22][CH:21]=[C:20](Br)[N:19]=1)([OH:17])[CH2:13]2.[C:32]([NH:39][CH2:40][CH2:41][NH2:42])([O:34][C:35]([CH3:38])([CH3:37])[CH3:36])=[O:33].N1C=CC=CC=1>>[Cl:1][C:2]1[CH:7]=[CH:6][CH:5]=[CH:4][C:3]=1[CH:8]([C:25]1[CH:30]=[CH:29][CH:28]=[CH:27][C:26]=1[Cl:31])[N:9]1[CH:14]2[CH2:15][CH2:16][CH:10]1[CH2:11][C:12]([C:18]1[N:19]=[C:20]([NH:42][CH2:41][CH2:40][NH:39][C:32](=[O:33])[O:34][C:35]([CH3:37])([CH3:36])[CH3:38])[CH:21]=[CH:22][CH:23]=1)([OH:17])[CH2:13]2. Reported procedure: Stir a solution of the product from Step 1 (64.5 mg, 0.128 mmol), N-Boc-ethylenediamine (123 mg, 0.77 mmol) and pyridine (12 mg, 0.154 mmol) at 110° C. in a sealed tube for 3.5 h. Cool to RT, add N-Boc-ethylenediamine (0.3 ml) and heat at 140° C. overnight. Cool to RT, quench the reaction with H2O, extract with EtOAc, dry and concentrate. Purify the residue by column chromatography to give the desired product. Reactants: CO, Cl, [Na+], C1CCOC1, [OH-], COC(=O)c1ccc(C(=O)NC2CCCCC2C(=O)N2CCC3C(c4ccccc4)Nc4ccccc4C32)cc1. The product is O=C(O)c1ccc(C(=O)NC2CCCCC2C(=O)N2CCC3C(c4ccccc4)Nc4ccccc4C32)cc1. RXN SMILES: [CH3:49][OH:50].[ClH:43].[Na+:42].[O:44]1[CH2:45][CH2:46][CH2:47][CH2:48]1.[OH-:41].[c:1]1([CH:7]2[NH:8][c:9]3[cH:10][cH:11][cH:12][cH:13][c:14]3[CH:15]3[CH:16]2[CH2:17][CH2:18][N:19]3[C:20](=[O:21])[CH:22]2[CH:23]([NH:28][C:29](=[O:30])[c:31]3[cH:32][cH:33][c:34]([C:35](=[O:36])[O:37][CH3:38])[cH:39][cH:40]3)[CH2:24][CH2:25][CH2:26][CH2:27]2)[cH:2][cH:3][cH:4][cH:5][cH:6]1>>[c:1]1([CH:7]2[NH:8][c:9]3[cH:10][cH:11][cH:12][cH:13][c:14]3[CH:15]3[CH:16]2[CH2:17][CH2:18][N:19]3[C:20](=[O:21])[CH:22]2[CH:23]([NH:28][C:29](=[O:30])[c:31]3[cH:32][cH:33][c:34]([C:35](=[O:36])[OH:37])[cH:39][cH:40]3)[CH2:24][CH2:25][CH2:26][CH2:27]2)[cH:2][cH:3][cH:4][cH:5][cH:6]1. The reactants are ClC1=C(C(=O)OC)C=CC(=C1COC)S(=O)(=O)C (methyl 2-chloro-4-methanesulfonyl-3-methoxymethylbenzoate), CO (methanol), [OH-].[Na+] (sodium hydroxide). Run in O (water), O (water). Conditions: time 30 minute. Yields the product ClC1=C(C(=O)O)C=CC(=C1COC)S(=O)(=O)C (2-Chloro-4-methanesulfonyl-3-methoxymethylbenzoic acid). The yield is 91.0%. As a reaction SMILES: [Cl:1][C:2]1[C:11]([CH2:12][O:13][CH3:14])=[C:10]([S:15]([CH3:18])(=[O:17])=[O:16])[CH:9]=[CH:8][C:3]=1[C:4]([O:6]C)=[O:5].CO.[OH-].[Na+]>O>[Cl:1][C:2]1[C:11]([CH2:12][O:13][CH3:14])=[C:10]([S:15]([CH3:18])(=[O:17])=[O:16])[CH:9]=[CH:8][C:3]=1[C:4]([OH:6])=[O:5] |f:2.3|. Procedure details: To a solution comprising 3.0 g of methyl 2-chloro-4-methanesulfonyl-3-methoxymethylbenzoate and 20 ml of methanol, a solution comprising 0.57 g of sodium hydroxide (93%) and 2 ml of water was added, and the mixture was stirred at room temperature for 30 minutes. After an addition of 10 ml of water, the mixture was concentrated under reduced pressure. Then, dilute hydrochloric acid was added thereto, and the mixture was extracted with chloroform. The extract was dried over anhydrous sodium sulfat... The reactants are ClC(=O)OC1=CC=CC=C1 (Phenyl chloroformate), C[C@@H]1N(CCOC1)C1=NC(=NC(=C1)C(C)(C)S(=O)(=O)C1=NC=CC=C1)C1=CC=C(N)C=C1 (4-[4-[(3S)-3-methylmorpholin-4-yl]-6-(2-pyridin-2-ylsulfonylpropan-2-yl)pyrimidin-2-yl]aniline), C(O)([O-])=O.[Na+] (sodium hydrogen carbonate). Solvent: O1CCOCC1 (dioxane). Reaction conditions: time 1 hour. Product: C[C@@H]1N(CCOC1)C1=NC(=NC(=C1)C(C)(C)S(=O)(=O)C1=NC=CC=C1)C1=CC=C(C=C1)NC(OC1=CC=CC=C1)=O (Phenyl N-[4-[4-[(3S)-3-methylmorpholin-4-yl]-6-(2-pyridin-2-ylsulfonylpropan-2-yl)pyrimidin-2-yl]phenyl]carbamate). RXN SMILES: Cl[C:2]([O:4][C:5]1[CH:10]=[CH:9][CH:8]=[CH:7][CH:6]=1)=[O:3].[CH3:11][C@H:12]1[CH2:17][O:16][CH2:15][CH2:14][N:13]1[C:18]1[CH:23]=[C:22]([C:24]([S:27]([C:30]2[CH:35]=[CH:34][CH:33]=[CH:32][N:31]=2)(=[O:29])=[O:28])([CH3:26])[CH3:25])[N:21]=[C:20]([C:36]2[CH:42]=[CH:41][C:39]([NH2:40])=[CH:38][CH:37]=2)[N:19]=1.C(=O)([O-])O.[Na+]>O1CCOCC1>[CH3:11][C@H:12]1[CH2:17][O:16][CH2:15][CH2:14][N:13]1[C:18]1[CH:23]=[C:22]([C:24]([S:27]([C:30]2[CH:35]=[CH:34][CH:33]=[CH:32][N:31]=2)(=[O:28])=[O:29])([CH3:26])[CH3:25])[N:21]=[C:20]([C:36]2[CH:37]=[CH:38][C:39]([NH:40][C:2](=[O:3])[O:4][C:5]3[CH:10]=[CH:9][CH:8]=[CH:7][CH:6]=3)=[CH:41][CH:42]=2)[N:19]=1 |f:2.3|. Procedure details: Phenyl chloroformate (0.432 mL, 3.44 mmol) was added to 4-[4-[(3S)-3-methylmorpholin-4-yl]-6-(2-pyridin-2-ylsulfonylpropan-2-yl)pyrimidin-2-yl]aniline (1.3 g, 2.87 mmol) and sodium hydrogen carbonate (0.482 g, 5.73 mmol) in dioxane (20 mL) at RT. The resulting slurry was stirred at RT for 1 hour and then the reaction mixture was partitioned between ethyl acetate and water. The organic solution was dried (MgSO4) and concentrated under reduced pressure. The residue was chromatographed on silica, e... The reactants are C1(CCCCCO1)=O (ε-caprolactone), OS(=O)(=O)O (H2SO4), CO (MeOH). The product is COC(CCCCCO)=O (6-hydroxy-hexanoic acid methyl ester). RXN SMILES: [C:1]1(=[O:8])[O:7][CH2:6][CH2:5][CH2:4][CH2:3][CH2:2]1.OS(O)(=O)=O.[CH3:14][OH:15]>>[CH3:14][O:15][C:6](=[O:7])[CH2:5][CH2:4][CH2:3][CH2:2][CH2:1][OH:8]. Procedure details: A solution of ε-caprolactone (11.4 g, 0.100 mol), MeOH (300 mL) and concentrated H2SO4 (5 mL) was refluxed overnight. The resulting mixture was cooled to room temperature and concentrated. Water was added to the residue and the pH was adjusted to 7 with solid NaHCO3. The aqueous layer was extracted with ether. The combined organic layers were washed with water, dried and concentrated to give 6-hydroxy-hexanoic acid methyl ester as a colorless oil, which was used in the next step without further ... The reactants are FC1=C(C=CC=C1)[N+](=O)[O-] (1-fluoro-2-nitrobenzene), C([O-])([O-])=O.[K+].[K+] (potassium carbonate), NCCN1CCOCC1 (4-(2-aminoethyl)morpholine). Run in C1CCOC1 (THF). Conditions: time 25 hour. The product is N1(CCOCC1)CCNC1=C(C=CC=C1)[N+](=O)[O-] (N-(2-Morpholin-4-ylethyl)-2-nitroaniline). Isolated yield 96.3%. As a reaction SMILES: F[C:2]1[CH:7]=[CH:6][CH:5]=[CH:4][C:3]=1[N+:8]([O-:10])=[O:9].C(=O)([O-])[O-].[K+].[K+].[NH2:17][CH2:18][CH2:19][N:20]1[CH2:25][CH2:24][O:23][CH2:22][CH2:21]1>C1COCC1>[N:20]1([CH2:19][CH2:18][NH:17][C:2]2[CH:7]=[CH:6][CH:5]=[CH:4][C:3]=2[N+:8]([O-:10])=[O:9])[CH2:25][CH2:24][O:23][CH2:22][CH2:21]1 |f:1.2.3|. Reported procedure: To a mixture of 1-fluoro-2-nitrobenzene (6 g, 43.0 mmol) and potassium carbonate (12 g, 86 mmol) in THF (80 mL) was added 4-(2-aminoethyl)morpholine (6.8 mL, 52.0 mmol) at 0° C. The mixture was stirred for 25 h at rt. Then the mixture was filtered through a pad of Celite and concentrated in vacuo. The residue was purified by column chromatography on silica gel eluting with hexane/ethyl acetate (2/1) to afford 10.4 g (97%) of the title compound. Reactants: O=C(O)c1ccc(CN(CCCl)CCCl)cc1, O=S(Cl)Cl, c1ccccc1. Yields the product O=C(Cl)c1ccc(CN(CCCl)CCCl)cc1. Reaction SMILES: [Cl:5][CH2:6][CH2:7][N:8]([CH2:9][CH2:10][Cl:11])[CH2:12][c:13]1[cH:14][cH:15][c:16]([C:17](=[O:18])[OH:19])[cH:20][cH:21]1.[S:1]([Cl:2])([Cl:3])=[O:4].[cH:22]1[cH:23][cH:24][cH:25][cH:26][cH:27]1>>[Cl:3][C:17]([c:16]1[cH:15][cH:14][c:13]([CH2:12][N:8]([CH2:7][CH2:6][Cl:5])[CH2:9][CH2:10][Cl:11])[cH:21][cH:20]1)=[O:18].